This data is from the Open Reaction Database (ORD), a public repository of structured organic reaction records. The task is: describe an organic reaction: reactants, conditions, products, and yield Reactants: CC(=O)c1ccc2c(c1)OCC(CO)O2, CC(C)=O, ClC(Cl)Cl, CC(C)O, O. Product: CC(=O)c1ccc2c(c1)OCC(C(=O)O)O2. Reaction SMILES: [C:1]([CH3:2])(=[O:3])[c:4]1[cH:5][c:6]2[c:7]([cH:14][cH:15]1)[O:8][CH:9]([CH2:12][OH:13])[CH2:10][O:11]2.[CH3:16][C:17]([CH3:18])=[O:19].[CH:20]([Cl:21])([Cl:22])[Cl:23].[CH:25]([OH:26])([CH3:27])[CH3:28].[OH2:24]>>[C:1]([CH3:2])(=[O:3])[c:4]1[cH:5][c:6]2[c:7]([cH:14][cH:15]1)[O:8][CH:9]([C:12](=[O:13])[OH:19])[CH2:10][O:11]2. Starting materials: Cl.C1CNCC2N1C1=CC=CC=C1NC2=O (2,3,4,4a-tetrahydro-1H-pyrazino[1,2-a]quinoxalin-5(6H)-one, hydrochloride), N1=CC=C(C=C1)CCCCCBr (5-(4-pyridyl)pentyl bromide), C([O-])([O-])=O.[K+].[K+] (potassium carbonate), [I-].[K+] (potassium iodide). Run in C(C)N(CC)CC (triethylamine), CC(=O)C (acetone). Product: N1=CC=C(C=C1)CCCCCN1CC2N(C3=CC=CC=C3NC2=O)CC1 (2,3,4,4a-Tetrahydro-3-[5-(4-Pyridinyl)Pentyl]-1H-Pyrazino[1,2-a]Quinoxalin-5(6H)-One). RXN SMILES: Cl.[CH2:2]1[N:7]2[C:8]3[C:13]([NH:14][C:15](=[O:16])[CH:6]2[CH2:5][NH:4][CH2:3]1)=[CH:12][CH:11]=[CH:10][CH:9]=3.C(=O)([O-])[O-].[K+].[K+].[I-].[K+].[N:25]1[CH:30]=[CH:29][C:28]([CH2:31][CH2:32][CH2:33][CH2:34][CH2:35]Br)=[CH:27][CH:26]=1>C(N(CC)CC)C.CC(C)=O>[N:25]1[CH:30]=[CH:29][C:28]([CH2:31][CH2:32][CH2:33][CH2:34][CH2:35][N:4]2[CH2:3][CH2:2][N:7]3[C:8]4[C:13]([NH:14][C:15](=[O:16])[CH:6]3[CH2:5]2)=[CH:12][CH:11]=[CH:10][CH:9]=4)=[CH:27][CH:26]=1 |f:0.1,2.3.4,5.6|. Reported procedure: To a solution of 6.2 g. (0.03 mole) of 2,3,4,4a-tetrahydro-1H-pyrazino[1,2-a]quinoxalin-5(6H)-one, hydrochloride in 200 ml. acetone is added 15 g. of powdered potassium carbonate, 0.5 ml. of triethylamine, 5 g. of potassium iodide, and 7 g. (0.038 mole) of 5-(4-pyridyl)pentyl bromide. The suspension is stirred and refluxed for 72 hours, cooled, and filtered. The filtrate is concentrated under reduced pressure and the residue is dissolved in methylene dichloride, washed with saline, and dried. Th... Reactants: O[C@H](C)[C@@H]1[C@@H]2N(C(=C([C@@H]2C)S\C=C/C2=C(N=CS2)CO)C(=O)[O-])C1=O.[Na+] (sodium (1R,5S,6S)-6-((1R)-1-hydroxyethyl)-2-[[(Z)-2-(4-hydroxymethylthiazol-5-yl)ethen-1-yl]thio]-1-methyl-1-carbapen-2-em-3-carboxylate), C(C(C)(C)C)OC(=O)OCI (neopentyloxycarbonyloxymethyl iodide). The product is O[C@H](C)[C@@H]1[C@@H]2N(C(=C([C@@H]2C)S\C=C/C2=C(N=CS2)CO)C(=O)OCOC(=O)OCC(C)(C)C)C1=O (Neopentyloxycarbonyloxymethyl (1R,5S,6S)-6-((1R)-1-hydroxyethyl)-2-[[(Z)-2-(4-hydroxymethylthiazol-5-yl)ethen-1-yl]thio]-1-methyl-1-carbapen-2-em-3-carboxylate). Yield: 92.6%. RXN SMILES: [OH:1][C@@H:2]([C@H:4]1[C:24](=[O:25])[N:6]2[C:7]([C:21]([O-:23])=[O:22])=[C:8]([S:11]/[CH:12]=[CH:13]\[C:14]3[S:18][CH:17]=[N:16][C:15]=3[CH2:19][OH:20])[C@H:9]([CH3:10])[C@H:5]12)[CH3:3].[Na+].[CH2:27]([O:32][C:33]([O:35][CH2:36]I)=[O:34])[C:28]([CH3:31])([CH3:30])[CH3:29]>>[OH:1][C@@H:2]([C@H:4]1[C:24](=[O:25])[N:6]2[C:7]([C:21]([O:23][CH2:36][O:35][C:33]([O:32][CH2:27][C:28]([CH3:31])([CH3:30])[CH3:29])=[O:34])=[O:22])=[C:8]([S:11]/[CH:12]=[CH:13]\[C:14]3[S:18][CH:17]=[N:16][C:15]=3[CH2:19][OH:20])[C@H:9]([CH3:10])[C@H:5]12)[CH3:3] |f:0.1|. Procedure: In the same manner as in Example 81, 193 mg of the title compound was prepared from 160 mg of sodium (1R,5S,6S)-6-((1R)-1-hydroxyethyl)-2-[[(Z)-2-(4-hydroxymethylthiazol-5-yl)ethen-1-yl]thio]-1-methyl-1-carbapen-2-em-3-carboxylate and 129 mg of neopentyloxycarbonyloxymethyl iodide. The reactants are BrC=1C(OC(CC1O)(C1=CC=CC=C1)C1=CC=CC=C1)=O (3-bromo-5,6-dihydro-4-hydroxy-6,6-diphenyl-2H-pyran-2-one), COC=1C=C(C=CC1)S (3-methoxybenzenethiol), N1CCCCC1 (piperidine). The solvent is ClCCl (dichloromethane). Yields the product OC1=C(C(OC(C1)(C1=CC=CC=C1)C1=CC=CC=C1)=O)SC1=CC(=CC=C1)OC (5,6-Dihydro-4-hydroxy-3-(3-methoxyphenylthio)-6,6-diphenyl-2H-pyran-2-one). Reaction SMILES: Br[C:2]1[C:3](=[O:21])[O:4][C:5]([C:15]2[CH:20]=[CH:19][CH:18]=[CH:17][CH:16]=2)([C:9]2[CH:14]=[CH:13][CH:12]=[CH:11][CH:10]=2)[CH2:6][C:7]=1[OH:8].[CH3:22][O:23][C:24]1[CH:25]=[C:26]([SH:30])[CH:27]=[CH:28][CH:29]=1.N1CCCCC1>ClCCl>[OH:8][C:7]1[CH2:6][C:5]([C:15]2[CH:20]=[CH:19][CH:18]=[CH:17][CH:16]=2)([C:9]2[CH:14]=[CH:13][CH:12]=[CH:11][CH:10]=2)[O:4][C:3](=[O:21])[C:2]=1[S:30][C:26]1[CH:27]=[CH:28][CH:29]=[C:24]([O:23][CH3:22])[CH:25]=1. Reported procedure: The title compound was prepared as described in General Method 6 from 1.8 mmol of 3-bromo-5,6-dihydro-4-hydroxy-6,6-diphenyl-2H-pyran-2-one (prepared in example AAA), 2.0 mmol of 3-methoxybenzenethiol, and 2.0 mmol of piperidine in 25 mL of dichloromethane. The product was chromatographed on silica gel, eluting first with chloroform and then with 5% methanol in chloroform (m.p. 61°-62° C.). 1H NMR (DMSO-d6) δ 3.63 (s, 3 H), 3.76 (s, 2 H), 5.64 (bd, 1 H), 6,42 (s, 1 H), 6.54 (d, 1 H), 6.74 (t, 1 ... Starting materials: CCO, COC(=O)C(C)Oc1ncccc1[N+](=O)[O-], O=[Pt]. The product is COC(=O)C(C)Oc1ncccc1N. Reaction SMILES: [CH3:19][CH2:20][OH:21].[CH3:1][O:2][C:3](=[O:4])[CH:5]([CH3:6])[O:7][c:8]1[n:9][cH:10][cH:11][cH:12][c:13]1[N+:14]([O-:15])=[O:16].[Pt:17]=[O:18]>>[CH3:1][O:2][C:3](=[O:4])[CH:5]([CH3:6])[O:7][c:8]1[n:9][cH:10][cH:11][cH:12][c:13]1[NH2:14].